Dataset: the Open Reaction Database (ORD), a public repository of structured organic reaction records. Task: describe an organic reaction: reactants, conditions, products, and yield Starting materials: CO, [O-][I+3]([O-])([O-])[O-], Nc1ncccn1, Nc1nc(=O)n(C2OC(CO)C(O)C2O)cc1F, [Na+], O. The product is Nc1nc(=O)n(C2OC(CO)C(O)N(c3ncccn3)C2O)cc1F. As a reaction SMILES: [CH3:32][OH:33].[I+3:26]([O-:27])([O-:28])([O-:29])[O-:30].[NH2:19][c:20]1[n:21][cH:22][cH:23][cH:24][n:25]1.[NH2:1][c:2]1[n:3][c:4](=[O:5])[n:6]([CH:10]2[O:11][CH:12]([CH2:13][OH:14])[CH:15]([OH:16])[CH:17]2[OH:18])[cH:7][c:8]1[F:9].[Na+:31].[OH2:34]>>[NH2:1][c:2]1[n:3][c:4](=[O:5])[n:6]([CH:10]2[O:11][CH:12]([CH2:13][OH:14])[CH:15]([OH:16])[N:19]([c:20]3[n:21][cH:22][cH:23][cH:24][n:25]3)[CH:17]2[OH:18])[cH:7][c:8]1[F:9]. Reactants: Cc1ccc(Br)cc1C(=O)O, COC(=O)c1cccc(Br)c1C, CO, O=S(=O)(O)O. Product: COC(=O)c1cc(Br)ccc1C. As a reaction SMILES: [Br:1][c:2]1[cH:3][cH:4][c:5]([CH3:11])[c:6]([C:7](=[O:8])[OH:9])[cH:10]1.[CH3:17][O:18][C:19](=[O:20])[c:21]1[cH:22][cH:23][cH:24][c:25]([Br:26])[c:27]1[CH3:28].[CH3:29][OH:30].[S:12](=[O:13])(=[O:14])([OH:15])[OH:16]>>[Br:1][c:2]1[cH:3][cH:4][c:5]([CH3:11])[c:6]([C:7]([O:8][CH3:17])=[O:9])[cH:10]1.